The task is: describe an organic reaction: reactants, conditions, products, and yield. This data is from the Open Reaction Database (ORD), a public repository of structured organic reaction records. As a reaction SMILES: [CH3:16][O:17][C:18]([c:19]1[c:20]([NH2:27])[cH:21][c:22]([Br:26])[cH:23][c:24]1[Br:25])=[O:28].[CH3:29][CH2:30][CH2:31][CH2:32][CH2:33][CH3:34].[CH3:35][CH2:36][O:37][C:38]([CH3:39])=[O:40].[S:12]([Cl:13])([Cl:14])=[O:15].[c:1]1([CH:7]([C:8](=[O:9])[OH:10])[CH3:11])[cH:2][cH:3][cH:4][cH:5][cH:6]1>>[c:1]1([CH:7]([C:8](=[O:10])[NH:27][c:20]2[c:19]([C:18]([O:17][CH3:16])=[O:28])[c:24]([Br:25])[cH:23][c:22]([Br:26])[cH:21]2)[CH3:11])[cH:2][cH:3][cH:4][cH:5][cH:6]1. Product: COC(=O)c1c(Br)cc(Br)cc1NC(=O)C(C)c1ccccc1. The reactants are COC(=O)c1c(N)cc(Br)cc1Br, CCCCCC, CCOC(C)=O, O=S(Cl)Cl, CC(C(=O)O)c1ccccc1. Starting materials: C1(CCC1)C1=NC(=C2C(=NC=NN21)N)C2=CC=C1C=CC(=NC1=C2)C2=CC=CC=C2 (7-cyclobutyl-5-(2-phenyl-quinolin-7-yl)-imidazo[5,1-f][1,2,4]triazin-4-ylamine), ( 100 ), CC1=CC(=NC2=CC(=CC=C12)B1CC(C(O1)(C)C)(C)C)C1=CC=CC=C1 (4-methyl-2-phenyl-7-(4,4,5,5-tetramethyl-[2,3,2]dioxaborolan-2-yl)-quinoline), C([O-])([O-])=O.[Cs+].[Cs+] (cesium carbonate). The product is C1(CCC1)C1=NC(=C2C(=NC=NN21)N)C2=CC=C1C(=CC(=NC1=C2)C2=CC=CC=C2)C (7-Cyclobutyl-5-(4-methyl-2-phenyl-quinolin-7-yl)-imidazo[5,1-f][1,2,4]triazin-4-ylamine). RXN SMILES: [CH:1]1([C:5]2[N:13]3[C:8]([C:9]([NH2:14])=[N:10][CH:11]=[N:12]3)=[C:7]([C:15]3[CH:24]=[C:23]4[C:18]([CH:19]=[CH:20][C:21]([C:25]5[CH:30]=[CH:29][CH:28]=[CH:27][CH:26]=5)=[N:22]4)=[CH:17][CH:16]=3)[N:6]=2)[CH2:4][CH2:3][CH2:2]1.[CH3:31]C1C2C(=CC(B3OC(C)(C)C(C)(C)C3)=CC=2)N=C(C2C=CC=CC=2)C=1.C(=O)([O-])[O-].[Cs+].[Cs+]>>[CH:1]1([C:5]2[N:13]3[C:8]([C:9]([NH2:14])=[N:10][CH:11]=[N:12]3)=[C:7]([C:15]3[CH:24]=[C:23]4[C:18]([C:19]([CH3:31])=[CH:20][C:21]([C:25]5[CH:30]=[CH:29][CH:28]=[CH:27][CH:26]=5)=[N:22]4)=[CH:17][CH:16]=3)[N:6]=2)[CH2:2][CH2:3][CH2:4]1 |f:2.3.4|. Procedure: 7-Cyclobutyl-5-(4-methyl-2-phenyl-quinolin-7-yl)-imidazo[5,1-f][1,2,4]triazin-4-ylamine was prepared using the same procedures described for 7-cyclobutyl-5-(2-phenyl-quinolin-7-yl)-imidazo[5,1-f][1,2,4]triazin-4-ylamine, except 4-methyl-2-phenyl-7-(4,4,5,5-tetramethyl-[2,3,2]dioxaborolan-2-yl)-quinoline was used in place of 2-phenyl-7-(4,4,5,5-tetramethyl-[2,3,2]dioxaborolan-2-yl)-quinoline and 2 equivalents of cesium carbonate was used in place of 3 equivalents of sodium carbonate; 1H NMR (CDCl... Reactants: NC=1C=CC(=C(C1)N1N=C(N(C1=O)CC1=C(C=C(C=C1)C1=C(C=CC=C1)S(NC(C)(C)C)(=O)=O)F)CCCC)C(F)(F)F (2-[5-amino-2-(trifluoromethyl)phenyl]-5-n-butyl-4-[[2'-(N-t-butylsulfamoyl)-3-fluorobiphenyl-4-yl]methyl]-2,4-dihydro-3H-1,2,4-triazol-3-one), C(CC)(=O)Br (propionyl bromide), C(Cl)Cl (CH2Cl2). The reagents and catalysts are CN(C)C=1C=CN=CC1 (DMAP). The solvent is CO (MeOH). The product is C(CCC)C=1N(C(N(N1)C1=C(C=CC(=C1)NC(CC)=O)C(F)(F)F)=O)CC1=C(C=C(C=C1)C1=C(C=CC=C1)S(NC(C)(C)C)(=O)=O)F (5-n-Butyl-4-[[2'-(N-t-butylsulfamoyl)-3-fluorobiphenyl-4-yl]methyl]-2,4-dihydro-2-[5-(propionylamino)-2-(trifluoromethyl)phenyl]-3H-1,2,4-triazol-3-one). As a reaction SMILES: [NH2:1][C:2]1[CH:3]=[CH:4][C:5]([C:40]([F:43])([F:42])[F:41])=[C:6]([N:8]2[C:12](=[O:13])[N:11]([CH2:14][C:15]3[CH:20]=[CH:19][C:18]([C:21]4[CH:26]=[CH:25][CH:24]=[CH:23][C:22]=4[S:27](=[O:34])(=[O:33])[NH:28][C:29]([CH3:32])([CH3:31])[CH3:30])=[CH:17][C:16]=3[F:35])[C:10]([CH2:36][CH2:37][CH2:38][CH3:39])=[N:9]2)[CH:7]=1.[C:44](Br)(=[O:47])[CH2:45][CH3:46].C(Cl)Cl>CN(C1C=CN=CC=1)C.CO>[CH2:36]([C:10]1[N:11]([CH2:14][C:15]2[CH:20]=[CH:19][C:18]([C:21]3[CH:26]=[CH:25][CH:24]=[CH:23][C:22]=3[S:27](=[O:33])(=[O:34])[NH:28][C:29]([CH3:30])([CH3:31])[CH3:32])=[CH:17][C:16]=2[F:35])[C:12](=[O:13])[N:8]([C:6]2[CH:7]=[C:2]([NH:1][C:44](=[O:47])[CH2:45][CH3:46])[CH:3]=[CH:4][C:5]=2[C:40]([F:42])([F:41])[F:43])[N:9]=1)[CH2:37][CH2:38][CH3:39]. Procedure details: The title compound was prepared by reaction of 2-[5-amino-2-(trifluoromethyl)phenyl]-5-n-butyl-4-[[2'-(N-t-butylsulfamoyl)-3-fluorobiphenyl-4-yl]methyl]-2,4-dihydro-3H-1,2,4-triazol-3-one (from Step A) with propionyl bromide (3 equivalents) in the presence of DMAP (1.1 equiv) following the method of Example 69. Chromatographic purification of the crude product on silica gel (elution with 0.8% MeOH in CH2Cl2) afforded a nearly quantitative yield of off-white, stiff foam; homogeneous by TLC in 95:... The reactants are CC1=C(C=C(C=C1)C(=C)C)C (1,2-dimethyl-4-isopropenylbenzene), Cl (hydrogen chloride). Product: CC1=C(C=C(C=C1)C(C)(C)Cl)C (1,2-dimethyl-4-(α-chloroisopropyl)benzene). RXN SMILES: [CH3:1][C:2]1[CH:7]=[CH:6][C:5]([C:8]([CH3:10])=[CH2:9])=[CH:4][C:3]=1[CH3:11].[ClH:12]>>[CH3:1][C:2]1[CH:7]=[CH:6][C:5]([C:8]([Cl:12])([CH3:10])[CH3:9])=[CH:4][C:3]=1[CH3:11]. Procedure details: 1,2-dimethyl-4-isopropenylbenzene is reacted with hydrogen chloride to give 1,2-dimethyl-4-(α-chloroisopropyl)benzene and finally The reactants are N#Cc1ccc(C(=O)O)cc1, c1ccc2c3c([nH]c2c1)CNCC3, CN(C)C=O, CCN(C(C)C)C(C)C, [N-]=[N+]=NP(=O)(c1ccccc1)c1ccccc1. Yields the product N#Cc1ccc(C(=O)N2CCc3c([nH]c4ccccc34)C2)cc1. As a reaction SMILES: [C:14](#[N:15])[c:16]1[cH:17][cH:18][c:19]([C:20](=[O:21])[OH:22])[cH:23][cH:24]1.[CH2:1]1[NH:2][CH2:3][CH2:4][c:5]2[c:6]1[nH:7][c:8]1[cH:9][cH:10][cH:11][cH:12][c:13]21.[CH3:51][N:52]([CH3:53])[CH:54]=[O:55].[CH:42]([N:43]([CH:44]([CH3:45])[CH3:46])[CH2:47][CH3:48])([CH3:49])[CH3:50].[c:25]1([P:26]([N:27]=[N+:28]=[N-:29])([c:30]2[cH:31][cH:32][cH:33][cH:34][cH:35]2)=[O:36])[cH:37][cH:38][cH:39][cH:40][cH:41]1>>[CH2:1]1[N:2]([C:20]([c:19]2[cH:18][cH:17][c:16]([C:14]#[N:15])[cH:24][cH:23]2)=[O:21])[CH2:3][CH2:4][c:5]2[c:6]1[nH:7][c:8]1[cH:9][cH:10][cH:11][cH:12][c:13]21. Reactants: C(C(C)C)C1C(NC2=CC=CC=C12)=O (3-isobutyl-1,3-dihydro-2H-indol-2-one), BrCCCCCl (1-bromo-4-chlorobutane). Yields the product ClCCCCC1(C(NC2=CC=CC=C12)=O)CC(C)C (3-(4-Chlorobutyl)-3-isobutyl-1,3-dihydro-2H-indol-2-one). RXN SMILES: [CH2:1]([CH:5]1[C:13]2[C:8](=[CH:9][CH:10]=[CH:11][CH:12]=2)[NH:7][C:6]1=[O:14])[CH:2]([CH3:4])[CH3:3].Br[CH2:16][CH2:17][CH2:18][CH2:19][Cl:20]>>[Cl:20][CH2:19][CH2:18][CH2:17][CH2:16][C:5]1([CH2:1][CH:2]([CH3:4])[CH3:3])[C:13]2[C:8](=[CH:9][CH:10]=[CH:11][CH:12]=2)[NH:7][C:6]1=[O:14]. Procedure details: The title compound is prepared according to process E starting from 3-isobutyl-1,3-dihydro-2H-indol-2-one and 1-bromo-4-chlorobutane. Reactants: [BH4-], COC(=O)C(CNC(=O)OC(C)(C)C)NC(=O)OCc1ccccc1, CO, Cl, [Na+]. Yields the product CC(C)(C)OC(=O)NCC(CO)NC(=O)OCc1ccccc1. Reaction SMILES: [BH4-:1].[CH2:3]([c:4]1[cH:5][cH:6][cH:7][cH:8][cH:9]1)[O:10][C:11](=[O:12])[NH:13][CH:14]([C:15](=[O:16])[O:17][CH3:18])[CH2:19][NH:20][C:21](=[O:22])[O:23][C:24]([CH3:25])([CH3:26])[CH3:27].[CH3:29][OH:30].[ClH:28].[Na+:2]>>[CH2:3]([c:4]1[cH:5][cH:6][cH:7][cH:8][cH:9]1)[O:10][C:11](=[O:12])[NH:13][CH:14]([CH2:15][OH:16])[CH2:19][NH:20][C:21](=[O:22])[O:23][C:24]([CH3:25])([CH3:26])[CH3:27]. Starting materials: C(C)(C)(C)OC(=O)N1CC(C1)N1CC(N(CC1)C)=O (3-(4-methyl-3-oxopiperazin-1-yl)azetidine-1-carboxylic acid tert-butyl ester), C(=O)(C(F)(F)F)O (TFA). Solvent: C(Cl)Cl (DCM). Conditions: time 2 hour. The product is N1CC(C1)N1CC(N(CC1)C)=O (4-Azetidin-3-yl-1-methylpiperazin-2-one). Isolated yield 94.7%. As a reaction SMILES: C(OC([N:8]1[CH2:11][CH:10]([N:12]2[CH2:17][CH2:16][N:15]([CH3:18])[C:14](=[O:19])[CH2:13]2)[CH2:9]1)=O)(C)(C)C.C(O)(C(F)(F)F)=O>C(Cl)Cl>[NH:8]1[CH2:9][CH:10]([N:12]2[CH2:17][CH2:16][N:15]([CH3:18])[C:14](=[O:19])[CH2:13]2)[CH2:11]1. Procedure details: A mixture of 3-(4-methyl-3-oxopiperazin-1-yl)azetidine-1-carboxylic acid tert-butyl ester (211 mg, 0.78 mmol) and TFA (2 mL) in DCM (4 mL) was stirred at room temperature for 2 h. The reaction mixture was loaded onto an Isolute® SCX-2 cartridge which was washed with MeOH/DCM and the product eluted with 2M NH3/MeOH affording 4-Azetidin-3-yl-1-methylpiperazin-2-one as a white solid (125 mg, 95%). 1H NMR (CDCl3, 300 MHz): δ 3.63 (m, 4 H); 3.37-3.27 (m, 3 H); 3.03 (s, 2 H); 2.96 (s, 3 H); 2.58 (t, J... The reactants are ClC1=CC=CC(=N1)O (6-chloro-2-pyridinol), ClC=1C(=CC2=C(C=C(C(O2)C(F)(F)F)C(=O)OCC)C1)F (ethyl 6-chloro-7-fluoro-2-(trifluoromethyl)-2H-1-benzopyran-3-carboxylate). Yields the product ClC=1C(=CC2=C(C=C(C(O2)C(F)(F)F)C(=O)O)C1)OC1=NC(=CC=C1)Cl (6-Chloro-7-[(6-chloro-2-pyridinyl)oxy]-2-(trifluoromethyl)-2H-1-benzopyran-3-carboxylic Acid). As a reaction SMILES: [Cl:1][C:2]1[N:7]=[C:6]([OH:8])[CH:5]=[CH:4][CH:3]=1.[Cl:9][C:10]1[C:11](F)=[CH:12][C:13]2[O:18][CH:17]([C:19]([F:22])([F:21])[F:20])[C:16]([C:23]([O:25]CC)=[O:24])=[CH:15][C:14]=2[CH:28]=1>>[Cl:9][C:10]1[C:11]([O:8][C:6]2[CH:5]=[CH:4][CH:3]=[C:2]([Cl:1])[N:7]=2)=[CH:12][C:13]2[O:18][CH:17]([C:19]([F:21])([F:20])[F:22])[C:16]([C:23]([OH:25])=[O:24])=[CH:15][C:14]=2[CH:28]=1. Procedure: The title compound was prepared from 6-chloro-2-pyridinol and ethyl 6-chloro-7-fluoro-2-(trifluoromethyl)-2H-1-benzopyran-3-carboxylate (Example 183, Step 2) via a procedure similar to that described in Example 183, Steps 3 and 4: mp 226.4-227.4° C. 1H NMR (acetone-d6/300 MHz) 7.99 (m, 1H), 7.96 (s, 1H), 7.75 (s, 1H), 7.30 (d, 1H, J=7.7 Hz), 7.16 (d, 1H, J=8.0 Hz), 7.10 (s, 1H), 5.90 (q, 1H, J=7.0 Hz). 19F NMR (acetone-d6/282 MHz) −79.3 (d, J=7.2 Hz). FABLRMS m/z 404 (M−H). ESHRMS m/z 405.9853 (...